Dataset: the Open Reaction Database (ORD), a public repository of structured organic reaction records. Task: describe an organic reaction: reactants, conditions, products, and yield Reactants: Cl(=O)(=O)[O-].[Na+] (sodium chlorate), C(C)(C)(C)C1=CC(=NN1)NC(C(C)(C)C)=O (5-t-butyl-3-pivaloylaminopyrazole), [OH-].[Na+] (sodium hydroxide). The solvent is O (water), Cl (hydrochloric acid). Isolated yield 165.2%. Product: C(C)(C)(C)C1=C(C(=NN1)NC(C(C)(C)C)=O)Cl (5-t-butyl-4-chloro-3-pivaloylaminopyrazole). Reaction SMILES: [C:1]([C:5]1[NH:9][N:8]=[C:7]([NH:10][C:11](=[O:16])[C:12]([CH3:15])([CH3:14])[CH3:13])[CH:6]=1)([CH3:4])([CH3:3])[CH3:2].[Cl:17]([O-])(=O)=O.[Na+].[OH-].[Na+]>Cl.O>[C:1]([C:5]1[NH:9][N:8]=[C:7]([NH:10][C:11](=[O:16])[C:12]([CH3:15])([CH3:14])[CH3:13])[C:6]=1[Cl:17])([CH3:4])([CH3:3])[CH3:2] |f:1.2,3.4|. Procedure details: 9 g (0.04 mole) of 5-t-butyl-3-pivaloylaminopyrazole prepared in Example 4 was dissolved in 50 ml of concentrated hydrochloric acid, and 1.8 g of sodium chlorate dissolved in 40 ml of water was gradually added dropwise thereto. After completion of the reaction, the reaction product was neutralized with sodium hydroxide, and the solid thus formed was collected by filtration and dissolved in methanol. To the resulting solution was added water, whereby crystals were precipitated. The crystals were ... Starting materials: CC1=NOC(=C1)OC(C)=O (3-methyl-5-acetoxy-isoxazole), solution, C1(=CC=CC=C1)[Mg]Br (phenylmagnesium bromide), C(C)OCC (diethyl ether), C(C)OCC (diethyl ether). Run at time 30 minute. Yields the product CC1=NOC(=C1)C(C)(C1=CC=CC=C1)O (3-methyl-5-(1-hydroxy-1-phenylethyl)-isoxazole). Yield: 89.0%. Reaction SMILES: [CH3:1][C:2]1[CH:6]=[C:5](OC(=O)C)[O:4][N:3]=1.[C:11]1([Mg]Br)[CH:16]=[CH:15][CH:14]=[CH:13][CH:12]=1.[CH2:19]([O:21]CC)[CH3:20]>>[CH3:1][C:2]1[CH:6]=[C:5]([C:19]([OH:21])([C:11]2[CH:16]=[CH:15][CH:14]=[CH:13][CH:12]=2)[CH3:20])[O:4][N:3]=1. Procedure details: To a solution of 3-methyl-5-acetoxy-isoxazole (14 g, 112 mM) in diethyl ether (400 mL) at 0° C., was added a 3M solution of phenylmagnesium bromide in diethyl ether (44.7 mL, 134 mM) dropwise. After the addition was complete, the reaction mixture was stirred for 30 minutes. When pH 7 buffer (100 mL) was added, the layers were separated. The aqueous layer was extracted with diethyl ether (2×75 mL). The combined ethereal extracts were washed with saturated aqueous sodium chloride (50 mL), dried ov... The reactants are ice water, FC1=CC2=C(N(C(S2)=O)C(C)C)C=C1 (6-Fluoro-3-(1-methylethyl)-2(3H)-benzothiazolone), [N+](=O)(O)[O-] (nitric acid), resultant mixture. The solvent is S(O)(O)(=O)=O (sulfuric acid). Conditions: time 1 hour. The product is FC1=CC2=C(N(C(S2)=O)C(C)C)C=C1[N+](=O)[O-] (6-fluoro-3-(1-methylethyl)-5-nitro-2(3H)-benzothiazolone). The yield is 89.6%. Reaction SMILES: [F:1][C:2]1[CH:14]=[CH:13][C:5]2[N:6]([CH:10]([CH3:12])[CH3:11])[C:7](=[O:9])[S:8][C:4]=2[CH:3]=1.[N+:15]([O-])([OH:17])=[O:16]>S(=O)(=O)(O)O>[F:1][C:2]1[C:14]([N+:15]([O-:17])=[O:16])=[CH:13][C:5]2[N:6]([CH:10]([CH3:12])[CH3:11])[C:7](=[O:9])[S:8][C:4]=2[CH:3]=1. Procedure details: 6-Fluoro-3-(1-methylethyl)-2(3H)-benzothiazolone (299 g) was dissolved in conc. sulfuric acid (8750 g), and the resultant mixture was cooled to a temperature of -5° to 0° C. 98% fuming nitric acid (d=1.52) (94.68 g) was dropwise added thereto while keeping the temperature at 0° C., followed by stirring for 1 hour. The reaction mixture was poured into ice-water (16 kg), and the precipitated crystals were collected by filtration. Crystals were washed with water and dried to give 325 g of 6-fluoro-...